From a dataset of the Open Reaction Database (ORD), a public repository of structured organic reaction records. describe an organic reaction: reactants, conditions, products, and yield The reactants are [H-].[Na+] (Sodium hydride), C1(=CC=C(C=C1)S(=O)(=O)OCC(C)(O)C1CCN(CC1)C1=NC=NC2=CC(=C(C=C12)OC)OC)C (1-[4-toluenesulphonyloxy]-2-[1-(6,7-dimethoxyquinazolin-4-yl)piperid-4-yl]-2-hydroxypropane). Run in C1CCOC1 (THF). The product is CC1(OC1)C1CCN(CC1)C1=NC=NC2=CC(=C(C=C12)OC)OC (2-methyl-2-[1-(6,7-dimethoxy-quinazolin-4-yl)piperid-4-yl]oxirane). As a reaction SMILES: [H-].[Na+].C1(C)C=CC(S(O[CH2:13][C:14]([CH:17]2[CH2:22][CH2:21][N:20]([C:23]3[C:32]4[C:27](=[CH:28][C:29]([O:35][CH3:36])=[C:30]([O:33][CH3:34])[CH:31]=4)[N:26]=[CH:25][N:24]=3)[CH2:19][CH2:18]2)([OH:16])[CH3:15])(=O)=O)=CC=1>C1COCC1>[CH3:15][C:14]1([CH:17]2[CH2:18][CH2:19][N:20]([C:23]3[C:32]4[C:27](=[CH:28][C:29]([O:35][CH3:36])=[C:30]([O:33][CH3:34])[CH:31]=4)[N:26]=[CH:25][N:24]=3)[CH2:21][CH2:22]2)[CH2:13][O:16]1 |f:0.1|. Reported procedure: Sodium hydride (2.5 g of a 50% dispersion in oil) was added to a stirred suspension of 1-[4-toluenesulphonyloxy]-2-[1-(6,7-dimethoxyquinazolin-4-yl)piperid-4-yl]-2-hydroxypropane (8.6 g) in THF (20 cm3) and the mixture was heated under reflux for 16 hours. Volatile material was removed in vacuo, the residue was partitioned between chloroform (50 cm3) and water (50 cm3) and the aqueous phase was further extracted with chloroform (2×50 cm3). The combined, dried (MgSO4) organic phase was evaporated... The reactants are BrC1=NC=C(C=O)C(=C1)I (6-bromo-4-iodonicotinaldehyde), C(N)(OC(C)(C)C)=O (tert-butyl carbamate), C1(=CC=CC=C1)P(C1=CC=CC=2C(C3=CC=CC(=C3OC12)P(C1=CC=CC=C1)C1=CC=CC=C1)(C)C)C1=CC=CC=C1 (4,5-bis(diphenylphosphino)-9,9-dimethylxanthene), C([O-])([O-])=O.[Cs+].[Cs+] (cesium carbonate). The reagents and catalysts are C(C)(=O)[O-].[Pd+2].C(C)(=O)[O-] (palladium acetate). Solvent: O1CCOCC1 (1,4-dioxane), C(C)(=O)OCC (ethyl acetate). Reaction conditions: temperature 90 celsius. The product is BrC1=NC=C(C(=C1)NC(OC(C)(C)C)=O)C=O (tert-butyl 2-bromo-5-formylpyridin-4-ylcarbamate). Yield: 29.9%. Reaction SMILES: [Br:1][C:2]1[CH:9]=[C:8](I)[C:5]([CH:6]=[O:7])=[CH:4][N:3]=1.[C:11](=[O:18])([O:13][C:14]([CH3:17])([CH3:16])[CH3:15])[NH2:12].C1(P(C2C=CC=CC=2)C2C3OC4C(=CC=CC=4P(C4C=CC=CC=4)C4C=CC=CC=4)C(C)(C)C=3C=CC=2)C=CC=CC=1.C(=O)([O-])[O-].[Cs+].[Cs+]>O1CCOCC1.C(OCC)(=O)C.C([O-])(=O)C.[Pd+2].C([O-])(=O)C>[Br:1][C:2]1[CH:9]=[C:8]([NH:12][C:11](=[O:18])[O:13][C:14]([CH3:17])([CH3:16])[CH3:15])[C:5]([CH:6]=[O:7])=[CH:4][N:3]=1 |f:3.4.5,8.9.10|. Reported procedure: A mixture of 6-bromo-4-iodonicotinaldehyde (50 mg, 0.2 mmol), tert-butyl carbamate (28 mg, 0.24 mmol), 4,5-bis(diphenylphosphino)-9,9-dimethylxanthene (18 mg, 0.03 mmol), palladium acetate (5 mg, 0.02 mmol), and cesium carbonate (100 mg, 0.32 mmol) in 1,4-dioxane (1 mL) was heated at 90° C. for 1 hour. The cooled reaction mixture was diluted with ethyl acetate (50 mL) and washed with water (100 mL). The organic layer was separated, dried over sodium sulfate, filtered, and evaporated in vacuo to ...